Dataset: the Open Reaction Database (ORD), a public repository of structured organic reaction records. Task: describe an organic reaction: reactants, conditions, products, and yield Starting materials: [H-].[Al+3].[Li+].[H-].[H-].[H-] (lithium aluminum hydride), COC1=C(C=CC=C1)N1CCN(CC1)CC1C(C2=CC=CC=C2CC1)=O (3,4-dihydro-2-[[4-(2-methoxyphenyl)-1-piperazinyl]methyl]-1(2H)-naphthalenone), O (water), [OH-].[Na+] (sodium hydroxide), O (water). Solvent: CCOCC (ether), CCOCC (ether). Run at time 30 minute. Product: COC1=C(C=CC=C1)N1CCN(CC1)CC1C(C2=CC=CC=C2CC1)O (1,2,3,4-tetrahydro-2-[[4-(2-methoxyphenyl)-1-piperazinyl]methyl]-1-naphthalenol). The yield is 95.5%. Reaction SMILES: [H-].[Al+3].[Li+].[H-].[H-].[H-].[CH3:7][O:8][C:9]1[CH:14]=[CH:13][CH:12]=[CH:11][C:10]=1[N:15]1[CH2:20][CH2:19][N:18]([CH2:21][CH:22]2[CH2:31][CH2:30][C:29]3[C:24](=[CH:25][CH:26]=[CH:27][CH:28]=3)[C:23]2=[O:32])[CH2:17][CH2:16]1.O.[OH-].[Na+]>CCOCC>[CH3:7][O:8][C:9]1[CH:14]=[CH:13][CH:12]=[CH:11][C:10]=1[N:15]1[CH2:20][CH2:19][N:18]([CH2:21][CH:22]2[CH2:31][CH2:30][C:29]3[C:24](=[CH:25][CH:26]=[CH:27][CH:28]=3)[CH:23]2[OH:32])[CH2:17][CH2:16]1 |f:0.1.2.3.4.5,8.9|. Procedure: To a slurry of 0.54 g of lithium aluminum hydride in ether is added a solution of 3,4-dihydro-2-[[4-(2-methoxyphenyl)-1-piperazinyl]methyl]-1(2H)-naphthalenone (5.0 g, prepared as described in Example 1A) in 150 ml of warm ether. The resulting mixture is refluxed under a nitrogen atmosphere for 3 hours, cooled in ice, and treated (in order) with 0.55 ml of water, 0.55 ml of 15% sodium hydroxide solution and 1.65 ml of water. This mixture is stirred at room temperature for 30 minutes and the inor... Starting materials: O=C1CCC(=O)N1Br, BrCc1ccc2nccnc2c1, ClC(Cl)(Cl)Cl, COc1nc(C)nc2ccccc12, Cc1ccc2nccnc2c1. Yields the product COc1nc(CBr)nc2ccccc12. RXN SMILES: [Br:14][N:15]1[C:16](=[O:17])[CH2:18][CH2:19][C:20]1=[O:21].[Br:22][CH2:23][c:24]1[cH:25][c:26]2[c:27]([cH:28][cH:29]1)[n:30][cH:31][cH:32][n:33]2.[C:45]([Cl:46])([Cl:47])([Cl:48])[Cl:49].[CH3:1][c:2]1[n:3][c:4]2[cH:5][cH:6][cH:7][cH:8][c:9]2[c:10]([O:12][CH3:13])[n:11]1.[CH3:34][c:35]1[cH:36][c:37]2[c:38]([cH:39][cH:40]1)[n:41][cH:42][cH:43][n:44]2>>[CH2:1]([c:2]1[n:3][c:4]2[cH:5][cH:6][cH:7][cH:8][c:9]2[c:10]([O:12][CH3:13])[n:11]1)[Br:14]. The reactants are CC([C@@H](C(=O)OC)N1C(C2=CC=C(C=C2C1)C1=CC=C(C=C1)[N+](=O)[O-])=O)C ((S)-Methyl 3-methyl-2-(5-(4-nitrophenyl)-1-oxoisoindolin-2-yl)butanoate), O (H2O), [Cl-].[NH4+] (ammonium chloride), C1CCOC1 (THF). The reagents and catalysts are [Fe] (iron). The solvent is CCO (EtOH), C(C)(=O)OCC (ethyl acetate). Yields the product NC1=CC=C(C=C1)C=1C=C2CN(C(C2=CC1)=O)[C@H](C(=O)OC)C(C)C ((S)-Methyl 2-(5-(4-aminophenyl)-1-oxoisoindolin-2-yl)-3-methylbutanoate). RXN SMILES: [CH3:1][CH:2]([CH3:27])[C@H:3]([N:8]1[CH2:16][C:15]2[C:10](=[CH:11][CH:12]=[C:13]([C:17]3[CH:22]=[CH:21][C:20]([N+:23]([O-])=O)=[CH:19][CH:18]=3)[CH:14]=2)[C:9]1=[O:26])[C:4]([O:6][CH3:7])=[O:5].[Cl-].[NH4+].C1COCC1.O>CCO.C(OCC)(=O)C.[Fe]>[NH2:23][C:20]1[CH:21]=[CH:22][C:17]([C:13]2[CH:14]=[C:15]3[C:10](=[CH:11][CH:12]=2)[C:9](=[O:26])[N:8]([C@@H:3]([CH:2]([CH3:27])[CH3:1])[C:4]([O:6][CH3:7])=[O:5])[CH2:16]3)=[CH:18][CH:19]=1 |f:1.2|. Procedure details: The compound of example 222 (0.5 g, 0.00135 mol), iron (0.178 g, 0.00319 mol) and ammonium chloride (0.312 g, 0.00585 mol) are taken in EtOH:THF:H2O (7.5 mL; 5:2.5). The reaction mixture was refluxed for about 16 h. After completion of the reaction, the reaction mixture was filtered through celite. The filtrate was concentrated to obtain a solid residue, which was dissolved in ethyl acetate and washed with water and brine, dried over anhydrous sodium sulfate and concentrated. The residue obtaine... Product: COC1=C(C(=O)O)C=C(C=C1)CN1CCC(CC1)C1=CN(C2=CC=CC=C12)CC=1SC=CC1 (2-methoxy-5-[4-(1-thiophen-2-ylmethyl-1H-indol-3-yl)-piperidin-1-ylmethyl]-benzoic acid). RXN SMILES: [NH:1]1[CH2:6][CH2:5][CH:4]([C:7]2[C:15]3[C:10](=[CH:11][CH:12]=[CH:13][CH:14]=3)[N:9]([CH2:16][C:17]3[S:18][CH:19]=[CH:20][CH:21]=3)[CH:8]=2)[CH2:3][CH2:2]1.C([O:24][C:25](=[O:36])[C:26]1[CH:31]=[C:30]([CH2:32]Br)[CH:29]=[CH:28][C:27]=1[O:34][CH3:35])C>>[CH3:35][O:34][C:27]1[CH:28]=[CH:29][C:30]([CH2:32][N:1]2[CH2:6][CH2:5][CH:4]([C:7]3[C:15]4[C:10](=[CH:11][CH:12]=[CH:13][CH:14]=4)[N:9]([CH2:16][C:17]4[S:18][CH:19]=[CH:20][CH:21]=4)[CH:8]=3)[CH2:3][CH2:2]2)=[CH:31][C:26]=1[C:25]([OH:36])=[O:24]. Procedure: This compound was prepared following the procedure described in example 25 (part C) starting with 1.90 g (0.065 mol) of 3-piperidin-4-yl-1-thiophen-2-ylmethyl-1H-indole and 1.92 (0.071 mol) of 5-bromomethyl-2-methoxy-benzoic acid ethyl ester. After standard purification and recrystallization with ethanol, 1.2 g (40% of yield) of the expected acid. Starting materials: N1CCC(CC1)C1=CN(C2=CC=CC=C12)CC=1SC=CC1 (3-piperidin-4-yl-1-thiophen-2-ylmethyl-1H-indole), 1.92, C(C)OC(C1=C(C=CC(=C1)CBr)OC)=O (5-bromomethyl-2-methoxy-benzoic acid ethyl ester).